This data is from the Open Reaction Database (ORD), a public repository of structured organic reaction records. The task is: describe an organic reaction: reactants, conditions, products, and yield As a reaction SMILES: [Br:1][c:2]1[cH:3][c:4]([CH3:10])[c:5]([NH2:6])[c:7]([CH3:9])[cH:8]1.[C:17](=[O:18])([O-:19])[O-:20].[Cl:11][C:12](=[O:13])[O:14][CH2:15][CH3:16].[K+:21].[K+:22].[O:23]1[CH2:24][CH2:25][CH2:26][CH2:27]1>>[Br:1][c:2]1[cH:3][c:4]([CH3:10])[c:5]([NH:6][C:12](=[O:13])[O:14][CH2:15][CH3:16])[c:7]([CH3:9])[cH:8]1. Product: CCOC(=O)Nc1c(C)cc(Br)cc1C. Reactants: Cc1cc(Br)cc(C)c1N, O=C([O-])[O-], CCOC(=O)Cl, [K+], [K+], C1CCOC1.